From a dataset of the Open Reaction Database (ORD), a public repository of structured organic reaction records. describe an organic reaction: reactants, conditions, products, and yield Reactants: O=C1CCC(=O)O1, Nc1nc2c(ncn2COCCO)c(=O)[nH]1, c1ccncc1. Product: Nc1nc2c(ncn2COCCOC(=O)CCC(=O)O)c(=O)[nH]1. RXN SMILES: [O:17]=[C:18]1[CH2:19][CH2:20][C:21](=[O:22])[O:23]1.[OH:1][CH2:2][CH2:3][O:4][CH2:5][n:6]1[c:7]2[n:8][c:9]([NH2:16])[nH:10][c:11](=[O:15])[c:12]2[n:13][cH:14]1.[cH:24]1[cH:25][cH:26][n:27][cH:28][cH:29]1>>[O:1]([CH2:2][CH2:3][O:4][CH2:5][n:6]1[c:7]2[n:8][c:9]([NH2:16])[nH:10][c:11](=[O:15])[c:12]2[n:13][cH:14]1)[C:21]([CH2:20][CH2:19][C:18](=[O:17])[OH:23])=[O:22].